Dataset: the Open Reaction Database (ORD), a public repository of structured organic reaction records. Task: describe an organic reaction: reactants, conditions, products, and yield Reactants: S1C(=NC=C1)C(C)(C)O (2-(1,3-thiazol-2-yl)propan-2-ol), C(CCC)[Li] (n-butyllithium), Cl (hydrochloric acid), CC1(OB(OC1(C)C)OC(C)C)C (4,4,5,5-tetramethyl-2-(propan-2-yloxy)-1,3,2-dioxaborolane). Solvent: C1CCOC1 (THF). Conditions: temperature -78 celsius, time 30 minute. Product: CC1(OB(OC1(C)C)C1=CN=C(S1)C(C)(C)O)C (2-[5-(4,4,5,5-tetramethyl-1,3,2-dioxaborolan-2-yl)-1,3-thiazol-2-yl]propan-2-ol). RXN SMILES: [S:1]1[CH:5]=[CH:4][N:3]=[C:2]1[C:6]([OH:9])([CH3:8])[CH3:7].C([Li])CCC.[CH3:15][C:16]1([CH3:27])[C:20]([CH3:22])([CH3:21])[O:19][B:18](OC(C)C)[O:17]1.Cl>C1COCC1>[CH3:15][C:16]1([CH3:27])[C:20]([CH3:22])([CH3:21])[O:19][B:18]([C:5]2[S:1][C:2]([C:6]([OH:9])([CH3:8])[CH3:7])=[N:3][CH:4]=2)[O:17]1. Procedure details: To a solution of 2-(1,3-thiazol-2-yl)propan-2-ol (40 g, 0.28 mol) in THF (400 mL) was add n-butyllithium (2.5 M in hexanes, 260 mL, 0.64 mol) dropwise at −78° C. After 30 minutes, 4,4,5,5-tetramethyl-2-(propan-2-yloxy)-1,3,2-dioxaborolane (65 g, 0.35 mol) was added at −78° C. The reaction solution was then stirred at −78° C. After 1 hour, the reaction mixture was quenched with acetic acid, filtered, and concentrated under reduced pressure. The residue was diluted with hydrochloric acid (3.0 M so... Reagents/catalysts: Cl[Pd]([P](C1=CC=CC=C1)(C2=CC=CC=C2)C3=CC=CC=C3)([P](C4=CC=CC=C4)(C5=CC=CC=C5)C6=CC=CC=C6)Cl (bis(triphenylphosphine)palladium(II) dichloride). RXN SMILES: O(C1C=CC=CC=1B(O)O)C1C=CC=CC=1.C(=O)([O-])[O-].[Na+].[Na+].[CH3:23][C:24]1[NH:25][C:26](=[O:47])[C:27]2[C:28](=[C:30]([C:34]3[CH:39]=[CH:38][CH:37]=[CH:36][C:35]=3[O:40][C:41]3[CH:46]=[CH:45][CH:44]=[CH:43][CH:42]=3)[NH:31][C:32]=2[CH3:33])N=1.[Cl-].[Na+]>C(O)C.Cl[Pd](Cl)([P](C1C=CC=CC=1)(C1C=CC=CC=1)C1C=CC=CC=1)[P](C1C=CC=CC=1)(C1C=CC=CC=1)C1C=CC=CC=1.C(OCC)(=O)C.COCCOC>[CH3:33][C:32]1[NH:31][C:30]([C:34]2[CH:39]=[CH:38][CH:37]=[CH:36][C:35]=2[O:40][C:41]2[CH:46]=[CH:45][CH:44]=[CH:43][CH:42]=2)=[C:28]2[CH2:23][CH2:24][NH:25][C:26](=[O:47])[C:27]=12 |f:1.2.3,5.6,^1:55,74|. Procedure details: A 2 mL microwave reaction vessel equipped with stirbar was charged with Example 92f (0.010 g, 0.044 mmol), 2-phenoxyphenylboronic acid (0.023 g, 0.109 mmol), 2 M aqueous sodium carbonate (0.218 mL, 0.437 mmol) and bis(triphenylphosphine)palladium(II) dichloride (3.06 mg, 4.37 μmol) in ethanol (0.200 mL)/DME (0.200 mL) and sealed. The mixture was heated at 120° C. for 30 minutes in a Biotage Initiator 2 monomode microwave reactor, then cooled to ambient temperature. The mixture was shaken in a se... Yield: 53.0%. Run in C(C)(=O)OCC (ethyl acetate), COCCOC (DME), C(C)O (ethanol). Reactants: Example 92f, CC=1NC(C=2C(N1)=C(NC2C)C2=C(C=CC=C2)OC2=CC=CC=C2)=O (2,5-dimethyl-7-(2-phenoxyphenyl)-3,6-dihydro-4H-pyrrolo[3,4-d]pyrimidin-4-one), [Cl-].[Na+] (sodium chloride), O(C1=CC=CC=C1)C1=C(C=CC=C1)B(O)O (2-phenoxyphenylboronic acid), C([O-])([O-])=O.[Na+].[Na+] (sodium carbonate). Yields the product CC=1NC(=C2C1C(NCC2)=O)C2=C(C=CC=C2)OC2=CC=CC=C2 (3-methyl-1-(2-phenoxyphenyl)-6,7-dihydro-2H-pyrrolo[3,4-c]pyridin-4(5H)-one). The reactants are C(C)(C)(C)N1N=C(C=C1C1=CC=C(C=C1)C)CCC=O (3-(1-tert-butyl-5-p-tolyl-1H-pyrazol-3-yl)propanal), [BH-](OC(=O)C)(OC(=O)C)OC(=O)C.[Na+] (NaBH(OAc)3), CC1=C(C=CC=C1C)N1CCNCC1 (1-(2,3-dimethylphenyl)piperazine), CCN(C(C)C)C(C)C (DIPEA). Yields the product C(C)(C)(C)N1N=C(C=C1C1=CC=C(C=C1)C)CCCN1CCN(CC1)C1=C(C(=CC=C1)C)C (1-(3-(1-tert-butyl-5-p-tolyl-1H-pyrazol-3-yl)propyl)-4-(2,3-dimethylphenyl)piperazine). Reaction SMILES: [C:1]([N:5]1[C:9]([C:10]2[CH:15]=[CH:14][C:13]([CH3:16])=[CH:12][CH:11]=2)=[CH:8][C:7]([CH2:17][CH2:18][CH:19]=O)=[N:6]1)([CH3:4])([CH3:3])[CH3:2].[CH3:21][C:22]1[C:27]([CH3:28])=[CH:26][CH:25]=[CH:24][C:23]=1[N:29]1[CH2:34][CH2:33][NH:32][CH2:31][CH2:30]1.CCN(C(C)C)C(C)C.[BH-](OC(C)=O)(OC(C)=O)OC(C)=O.[Na+]>>[C:1]([N:5]1[C:9]([C:10]2[CH:15]=[CH:14][C:13]([CH3:16])=[CH:12][CH:11]=2)=[CH:8][C:7]([CH2:17][CH2:18][CH2:19][N:32]2[CH2:33][CH2:34][N:29]([C:23]3[CH:24]=[CH:25][CH:26]=[C:27]([CH3:28])[C:22]=3[CH3:21])[CH2:30][CH2:31]2)=[N:6]1)([CH3:4])([CH3:3])[CH3:2] |f:3.4|. Reported procedure: 82 mg (77%) of target compound was obtained by using a method same as in Example 1 by using 3-(1-tert-butyl-5-p-tolyl-1H-pyrazol-3-yl)propanal (60 mg, 0.222 mmol), 1-(2,3-dimethylphenyl)piperazine (42 mg, 0.222 mmol), DIPEA (0.06 mL, 0.333 mmol) and NaBH(OAc)3 (141 mg, 0.666 mmol). Reactants: COC1=CC=C(C=C1)N (Anisidine), BrC1=CC=C(N)C=C1 (4-bromoaniline), CC(C)([O-])C.[Na+] (sodium tert-butoxide). The reagents and catalysts are C=1C=CC(=CC1)/C=C/C(=O)/C=C/C2=CC=CC=C2.C=1C=CC(=CC1)/C=C/C(=O)/C=C/C2=CC=CC=C2.C=1C=CC(=CC1)/C=C/C(=O)/C=C/C2=CC=CC=C2.[Pd].[Pd] (tris(dibenzylideneacetone)dipalladium(0)), C(C)(C)(C)P(C(C)(C)C)C(C)(C)C (tri-tertbutylphosphine). Solvent: C1(=CC=CC=C1)C (toluene). Reaction conditions: temperature 110 celsius, time 12 hour. Yields the product COC1=CC=C(C=C1)NC2=CC=CC=C2OC (2,4′-dimethoxydiphenylamine). Yield: 54.1%. Reaction SMILES: [CH3:1][O:2][C:3]1[CH:8]=[CH:7][C:6]([NH2:9])=[CH:5][CH:4]=1.Br[C:11]1[CH:17]=[CH:16][C:14](N)=[CH:13][CH:12]=1.C[C:19](C)([O-:21])C.[Na+]>C1C=CC(/C=C/C(/C=C/C2C=CC=CC=2)=O)=CC=1.C1C=CC(/C=C/C(/C=C/C2C=CC=CC=2)=O)=CC=1.C1C=CC(/C=C/C(/C=C/C2C=CC=CC=2)=O)=CC=1.[Pd].[Pd].C(P(C(C)(C)C)C(C)(C)C)(C)(C)C.C1(C)C=CC=CC=1>[CH3:1][O:2][C:3]1[CH:8]=[CH:7][C:6]([NH:9][C:17]2[C:11]([O:21][CH3:19])=[CH:12][CH:13]=[CH:14][CH:16]=2)=[CH:5][CH:4]=1 |f:2.3,4.5.6.7.8|. Procedure details: Anisidine (2.00 g, 16.2 mmol), 4-bromoaniline (3.34 g, 17.9 mmol), sodium tert-butoxide (2.34 g, 24.4 mmol), tris(dibenzylideneacetone)dipalladium(0) (0.149 g, 0.162 mmol), and tri-tertbutylphosphine (0.053 g, 0.26 mmol) were put into a 100 mL 2-neck flask under nitrogen atmosphere, and 23 mL of anhydrous toluene was added thereto and stirred at 110° C. for 12 hours. When a reaction was completed, a reaction mixture was extracted with ethyl acetate, washed with salt water, and dried over MgSO4 t... The reactants are [BH3-]C#N, O=C([O-])O, CO, C[O-], CO, CC(=O)O, ClC(Cl)Cl, Cl, O=Cc1cnc(N2CCCC2)c(F)c1, COc1cnc2ccc(=O)n(CCN3CCC(N)CC3)c2c1, [Na+], [Na+], [Na+], O. The product is COc1cnc2ccc(=O)n(CCN3CCC(NCc4cnc(N5CCCC5)c(F)c4)CC3)c2c1. As a reaction SMILES: [C:43]([BH3-:44])#[N:45].[C:47](=[O:48])([O-:49])[OH:50].[CH3:24][OH:25].[CH3:26][O-:27].[CH3:52][OH:53].[CH3:59][C:60](=[O:61])[OH:62].[CH:55]([Cl:56])([Cl:57])[Cl:58].[ClH:1].[F:29][c:30]1[c:31]([N:38]2[CH2:39][CH2:40][CH2:41][CH2:42]2)[n:32][cH:33][c:34]([CH:35]=[O:36])[cH:37]1.[NH2:2][CH:3]1[CH2:4][CH2:5][N:6]([CH2:9][CH2:10][n:11]2[c:12](=[O:23])[cH:13][cH:14][c:15]3[n:16][cH:17][c:18]([O:21][CH3:22])[cH:19][c:20]23)[CH2:7][CH2:8]1.[Na+:28].[Na+:46].[Na+:51].[OH2:54]>>[NH:2]([CH:3]1[CH2:4][CH2:5][N:6]([CH2:9][CH2:10][n:11]2[c:12](=[O:23])[cH:13][cH:14][c:15]3[n:16][cH:17][c:18]([O:21][CH3:22])[cH:19][c:20]23)[CH2:7][CH2:8]1)[CH2:35][c:34]1[cH:33][n:32][c:31]([N:38]2[CH2:39][CH2:40][CH2:41][CH2:42]2)[c:30]([F:29])[cH:37]1. The reactants are BrCCCBr, CN(C)C=O, N#CCc1ccc(OC(F)(F)F)cc1, [H-], [Na+], C1CCOC1, O. The product is N#CC1(c2ccc(OC(F)(F)F)cc2)CCC1. RXN SMILES: [Br:15][CH2:16][CH2:17][CH2:18][Br:19].[CH3:28][N:29]([CH3:30])[CH:31]=[O:32].[F:1][C:2]([O:3][c:4]1[cH:5][cH:6][c:7]([CH2:10][C:11]#[N:12])[cH:8][cH:9]1)([F:13])[F:14].[H-:20].[Na+:21].[O:23]1[CH2:24][CH2:25][CH2:26][CH2:27]1.[OH2:22]>>[F:1][C:2]([O:3][c:4]1[cH:5][cH:6][c:7]([C:10]2([C:11]#[N:12])[CH2:16][CH2:17][CH2:18]2)[cH:8][cH:9]1)([F:13])[F:14]. Reactants: N#Cc1ccc(N(CCCS(=O)(=O)c2ccc(OCc3ccccc3)cc2)n2cnnc2)cc1, C1CCOC1, CCO. Yields the product N#Cc1ccc(N(CCCS(=O)(=O)c2ccc(O)cc2)n2cnnc2)cc1. Reaction SMILES: [CH2:1]([c:2]1[cH:3][cH:4][cH:5][cH:6][cH:7]1)[O:8][c:9]1[cH:10][cH:11][c:12]([S:15](=[O:16])(=[O:17])[CH2:18][CH2:19][CH2:20][N:21]([c:22]2[cH:23][cH:24][c:25]([C:26]#[N:27])[cH:28][cH:29]2)[n:30]2[cH:31][n:32][n:33][cH:34]2)[cH:13][cH:14]1.[CH2:35]1[O:36][CH2:37][CH2:38][CH2:39]1.[CH3:40][CH2:41][OH:42]>>[OH:8][c:9]1[cH:10][cH:11][c:12]([S:15](=[O:16])(=[O:17])[CH2:18][CH2:19][CH2:20][N:21]([c:22]2[cH:23][cH:24][c:25]([C:26]#[N:27])[cH:28][cH:29]2)[n:30]2[cH:31][n:32][n:33][cH:34]2)[cH:13][cH:14]1. The reactants are OC1=C(C(=O)OC)C(=CC=C1)O (methyl 2,6-dihydroxybenzoate), C(=O)(OC(C)(C)C)NCCCCO (4-(Boc-amino)-1-butanol), C1=CC=C(C=C1)P(C2=CC=CC=C2)C3=CC=CC=C3 (PPh3), CCOC(=O)/N=N/C(=O)OCC (DEAD). The solvent is C1CCOC1 (THF). Conditions: time 8 hour. Product: COC(C1=C(C=CC=C1O)OCCCCNC(=O)OC(C)(C)C)=O (2-(4-tert-Butoxycarbonylaminobutoxy)-6-hydroxybenzoic acid methyl ester). RXN SMILES: [OH:1][C:2]1[CH:11]=[CH:10][CH:9]=[C:8]([OH:12])[C:3]=1[C:4]([O:6][CH3:7])=[O:5].[C:13]([NH:20][CH2:21][CH2:22][CH2:23][CH2:24]O)([O:15][C:16]([CH3:19])([CH3:18])[CH3:17])=[O:14].C1C=CC(P(C2C=CC=CC=2)C2C=CC=CC=2)=CC=1.CCOC(/N=N/C(OCC)=O)=O>C1COCC1>[CH3:7][O:6][C:4](=[O:5])[C:3]1[C:2]([OH:1])=[CH:11][CH:10]=[CH:9][C:8]=1[O:12][CH2:24][CH2:23][CH2:22][CH2:21][NH:20][C:13]([O:15][C:16]([CH3:17])([CH3:19])[CH3:18])=[O:14]. Procedure: To a solution of methyl 2,6-dihydroxybenzoate (1.0 g, 5.95 mmol) and 4-(Boc-amino)-1-butanol (1.1 mL, 5.95 mmol) in 60 mL THF is added PPh3 (1.7 g, 6.5 mmol) and DEAD (2.97 mL, 6.5 mmol) and the mixture is stirred at RT overnight. The solvent is removed under reduced pressure and the residue is purified by flash chromatography eluting with hexanes/EtOAc (5:1 to 2:1) to give the title compound as a colorless liquid: 1H NMR (CDCl3) δ 11.42 (s, 1H), 7.29 (t, J=8.34 Hz, 1H), 6.57 (d, J=8.34 Hz, 1H),...